Dataset: the Open Reaction Database (ORD), a public repository of structured organic reaction records. Task: describe an organic reaction: reactants, conditions, products, and yield The reactants are C(C)(=O)NC1=CC=C(C=C1)B(O)O ([4-(acetylamino)phenyl]boronic acid), C(=O)([O-])[O-].[Na+].[Na+] (Na2CO3), BrC1=CC=C(C=C1)C(CN1CCCC1)N(C(CN(CCOC)C1=CC(=C(C=C1)Cl)Cl)=O)C (N1-[1-(4-bromophenyl)-2-(1-pyrrolidinyl)ethyl]-N2-(3,4-dichlorophenyl)-N1-methyl-N2-[2-(methyloxy)ethyl]glycinamide). Reagents/catalysts: C1=CC=C(C=C1)P([C-]2C=CC=C2)C3=CC=CC=C3.C1=CC=C(C=C1)P([C-]2C=CC=C2)C3=CC=CC=C3.Cl[Pd]Cl.[Fe+2] (Pd(dppf)2Cl2). The solvent is O (water), O1CCOCC1 (1,4-dioxane), CS(=O)C (DMSO). Run at temperature 160 celsius, time 20 minute. Product: C(C)(=O)NC1=CC=C(C=C1)C1=CC=C(C=C1)C(CN1CCCC1)N(C(CN(CCOC)C1=CC(=C(C=C1)Cl)Cl)=O)C (N1-[1-[4′-(acetylamino)-4-biphenylyl]-2-(1-pyrrolidinyl)ethyl]-N2-(3,4-dichlorophenyl)-N1-methyl-N2-[2-(methyloxy)ethyl]glycinamide). Yield: 28.9%. As a reaction SMILES: Br[C:2]1[CH:7]=[CH:6][C:5]([CH:8]([N:15]([CH3:32])[C:16](=[O:31])[CH2:17][N:18]([C:23]2[CH:28]=[CH:27][C:26]([Cl:29])=[C:25]([Cl:30])[CH:24]=2)[CH2:19][CH2:20][O:21][CH3:22])[CH2:9][N:10]2[CH2:14][CH2:13][CH2:12][CH2:11]2)=[CH:4][CH:3]=1.[C:33]([NH:36][C:37]1[CH:42]=[CH:41][C:40](B(O)O)=[CH:39][CH:38]=1)(=[O:35])[CH3:34].C([O-])([O-])=O.[Na+].[Na+]>O1CCOCC1.O.CS(C)=O.C1C=CC(P(C2C=CC=CC=2)[C-]2C=CC=C2)=CC=1.C1C=CC(P(C2C=CC=CC=2)[C-]2C=CC=C2)=CC=1.Cl[Pd]Cl.[Fe+2]>[C:33]([NH:36][C:37]1[CH:42]=[CH:41][C:40]([C:2]2[CH:3]=[CH:4][C:5]([CH:8]([N:15]([CH3:32])[C:16](=[O:31])[CH2:17][N:18]([C:23]3[CH:28]=[CH:27][C:26]([Cl:29])=[C:25]([Cl:30])[CH:24]=3)[CH2:19][CH2:20][O:21][CH3:22])[CH2:9][N:10]3[CH2:14][CH2:13][CH2:12][CH2:11]3)=[CH:6][CH:7]=2)=[CH:39][CH:38]=1)(=[O:35])[CH3:34] |f:2.3.4,8.9.10.11|. Reported procedure: N1-[1-(4-bromophenyl)-2-(1-pyrrolidinyl)ethyl]-N2-(3,4-dichlorophenyl)-N1-methyl-N2-[2-(methyloxy)ethyl]glycinamide (150 mg, 0.276 mmol) was dissolved in 1 mL of 1,4-dioxane and combined with [4-(acetylamino)phenyl]boronic acid (74 mg, 0.413 mmol), Pd(dppf)2Cl2 (6.8 mg, 0.008 mmol), and 825 uL of 1M Na2CO3 in water in a glass reaction tube (0.5-2.0 mL Smith Process Vial) that was equipped with a magnetic stir bar. The tube was fitted with a rubber septum and hermetically sealed with a crimped me... Reactants: O=C(O)C(O)C(O)C(=O)O, O=C([O-])O, CCOC(C)=O, c1ccc2c(c1)CCNC2C1CCCCC1, O=C(Cl)CCl, [Na+]. Product: O=C(CCl)N1CCc2ccccc2C1C1CCCCC1. Reaction SMILES: [C:1]([CH:2]([CH:3]([C:4]([OH:5])=[O:6])[OH:7])[OH:8])([OH:9])=[O:10].[C:27](=[O:28])([OH:29])[O-:30].[CH3:37][CH2:38][O:39][C:40]([CH3:41])=[O:42].[CH:11]1([CH:17]2[NH:18][CH2:19][CH2:20][c:21]3[cH:22][cH:23][cH:24][cH:25][c:26]32)[CH2:12][CH2:13][CH2:14][CH2:15][CH2:16]1.[Cl:32][CH2:33][C:34](=[O:35])[Cl:36].[Na+:31]>>[CH:11]1([CH:17]2[N:18]([C:34]([CH2:33][Cl:32])=[O:35])[CH2:19][CH2:20][c:21]3[cH:22][cH:23][cH:24][cH:25][c:26]32)[CH2:12][CH2:13][CH2:14][CH2:15][CH2:16]1. The reactants are [BH4-], CC(C)O, O=S1(=O)N=CN(C2CCC2)c2ccc(Cl)cc21, [Na+]. Product: O=S1(=O)NCN(C2CCC2)c2ccc(Cl)cc21. Reaction SMILES: [BH4-:18].[CH:20]([OH:21])([CH3:22])[CH3:23].[Cl:1][c:2]1[cH:3][c:4]2[c:5]([cH:16][cH:17]1)[N:6]([CH:12]1[CH2:13][CH2:14][CH2:15]1)[CH:7]=[N:8][S:9]2(=[O:10])=[O:11].[Na+:19]>>[Cl:1][c:2]1[cH:3][c:4]2[c:5]([cH:16][cH:17]1)[N:6]([CH:12]1[CH2:13][CH2:14][CH2:15]1)[CH2:7][NH:8][S:9]2(=[O:10])=[O:11]. The reactants are CCOC(=O)C=Cc1cc(Br)cc(Br)c1, CC(C)C[AlH]CC(C)C. The product is OCC=Cc1cc(Br)cc(Br)c1. As a reaction SMILES: [Br:1][c:2]1[cH:3][c:4]([CH:9]=[CH:10][C:11](=[O:12])[O:13][CH2:14][CH3:15])[cH:5][c:6]([Br:8])[cH:7]1.[CH3:16][CH:17]([CH2:18][AlH:19][CH2:20][CH:21]([CH3:22])[CH3:23])[CH3:24]>>[Br:1][c:2]1[cH:3][c:4]([CH:9]=[CH:10][CH2:11][OH:12])[cH:5][c:6]([Br:8])[cH:7]1. The reactants are CN(C)c1ccccc1, O=C(Cl)C(Cl)(Cl)Cl, ClCCl, Cc1ccccc1-c1ccc(C(=O)N2Cc3cccn3Cc3ccccc32)cc1C. Yields the product Cc1ccccc1-c1ccc(C(=O)N2Cc3ccc(C(=O)C(Cl)(Cl)Cl)n3Cc3ccccc32)cc1C. Reaction SMILES: [CH3:31][N:32]([c:33]1[cH:34][cH:35][cH:36][cH:37][cH:38]1)[CH3:39].[Cl:40][C:41]([C:42](=[O:43])[Cl:44])([Cl:45])[Cl:46].[Cl:47][CH2:48][Cl:49].[cH:1]1[cH:2][cH:3][n:4]2[c:5]1[CH2:6][N:7]([C:15](=[O:16])[c:17]1[cH:18][c:19]([CH3:30])[c:20](-[c:23]3[c:24]([CH3:29])[cH:25][cH:26][cH:27][cH:28]3)[cH:21][cH:22]1)[c:8]1[c:9]([cH:11][cH:12][cH:13][cH:14]1)[CH2:10]2>>[cH:1]1[cH:2][c:3]([C:42]([C:41]([Cl:40])([Cl:45])[Cl:46])=[O:43])[n:4]2[c:5]1[CH2:6][N:7]([C:15](=[O:16])[c:17]1[cH:18][c:19]([CH3:30])[c:20](-[c:23]3[c:24]([CH3:29])[cH:25][cH:26][cH:27][cH:28]3)[cH:21][cH:22]1)[c:8]1[c:9]([cH:11][cH:12][cH:13][cH:14]1)[CH2:10]2.